This data is from the Open Reaction Database (ORD), a public repository of structured organic reaction records. The task is: describe an organic reaction: reactants, conditions, products, and yield The reactants are CON(C)C(=O)c1cn(-c2cccc(-c3ccccc3)c2)cn1, c1cscn1. Yields the product O=C(c1cn(-c2cccc(-c3ccccc3)c2)cn1)c1nccs1. As a reaction SMILES: [CH3:1][O:2][N:3]([C:4](=[O:5])[c:6]1[n:7][cH:8][n:9](-[c:11]2[cH:12][c:13](-[c:17]3[cH:18][cH:19][cH:20][cH:21][cH:22]3)[cH:14][cH:15][cH:16]2)[cH:10]1)[CH3:23].[cH:24]1[cH:25][s:26][cH:27][n:28]1>>[C:4](=[O:5])([c:6]1[n:7][cH:8][n:9](-[c:11]2[cH:12][c:13](-[c:17]3[cH:18][cH:19][cH:20][cH:21][cH:22]3)[cH:14][cH:15][cH:16]2)[cH:10]1)[c:27]1[s:26][cH:25][cH:24][n:28]1. Reactants: [OH-].[Na+] (sodium hydroxide), O.O.[Sn](Cl)Cl (tin dichloride dihydrate), N1(CCC=CC1)CCC1=CC=C(C=C1)[N+](=O)[O-] (4-[2-(3,6-dihydro-2H-pyridin-1-yl)-ethyl]-nitrobenzene), O.O.[Sn](Cl)Cl (tin dichloride dihydrate). Solvent: O (water), C(C)(=O)O (acetic acid), Cl (hydrochloric acid). Product: N1(CCC=CC1)CCC1=CC=C(N)C=C1 (4-[2-(3,6-Dihydro-2H-pyridin-1-yl)-ethyl]-aniline). RXN SMILES: O.O.[Sn](Cl)Cl.[N:6]1([CH2:12][CH2:13][C:14]2[CH:19]=[CH:18][C:17]([N+:20]([O-])=O)=[CH:16][CH:15]=2)[CH2:11][CH:10]=[CH:9][CH2:8][CH2:7]1.[OH-].[Na+]>C(O)(=O)C.Cl.O>[N:6]1([CH2:12][CH2:13][C:14]2[CH:15]=[CH:16][C:17]([NH2:20])=[CH:18][CH:19]=2)[CH2:7][CH:8]=[CH:9][CH2:10][CH2:11]1 |f:0.1.2,4.5|. Procedure details: 2.5 g (11.1 mmol) of tin dichloride dihydrate are added at ambient temperature to a solution of 1.5 g (6.46 mmol) of 4-[2-(3,6-dihydro-2H-pyridin-1-yl)-ethyl]-nitrobenzene, prepared analogously to Example 254, in 7 ml of glacial acetic acid and 2.5 ml of concentrated hydrochloric acid. The mixture is heated for 4 hours to 100° C., then another 2.5 g (11.1 mmol) of tin dichloride dihydrate are added and the mixture is heated for 12 hours to 100° C. After cooling the solvent is eliminated in vacuo...